Dataset: the Open Reaction Database (ORD), a public repository of structured organic reaction records. Task: describe an organic reaction: reactants, conditions, products, and yield Starting materials: COC1=CC=C(C=N1)C1=NC=2C3=C(C=NC2C=C1)CN(C(N3C3CCN(CC3)C(=O)OC(C)(C)C)=O)C (tert-butyl 4-(9-(6-methoxypyridin-3-yl)-3-methyl-2-oxo-3,4-dihydropyrimido[5,4-c][1,5]naphthyridin-1(2H)-yl)piperidine-1-carboxylate), Cl (hydrogen chloride). Solvent: ClCCl (dichloromethane). The product is Cl.COC1=CC=C(C=N1)C1=NC=2C3=C(C=NC2C=C1)CN(C(N3C3CCNCC3)=O)C (9-(6-methoxypyridin-3-yl)-3-methyl-1-(piperidin-4-yl)-3,4-dihydropyrimido[5,4-c][1,5]naphthyridin-2(1H)-one hydrochloride). As a reaction SMILES: [CH3:1][O:2][C:3]1[N:8]=[CH:7][C:6]([C:9]2[CH:18]=[CH:17][C:16]3[N:15]=[CH:14][C:13]4[CH2:19][N:20]([CH3:37])[C:21](=[O:36])[N:22]([CH:23]5[CH2:28][CH2:27][N:26](C(OC(C)(C)C)=O)[CH2:25][CH2:24]5)[C:12]=4[C:11]=3[N:10]=2)=[CH:5][CH:4]=1.[ClH:38]>ClCCl>[ClH:38].[CH3:1][O:2][C:3]1[N:8]=[CH:7][C:6]([C:9]2[CH:18]=[CH:17][C:16]3[N:15]=[CH:14][C:13]4[CH2:19][N:20]([CH3:37])[C:21](=[O:36])[N:22]([CH:23]5[CH2:28][CH2:27][NH:26][CH2:25][CH2:24]5)[C:12]=4[C:11]=3[N:10]=2)=[CH:5][CH:4]=1 |f:3.4|. Procedure: tert-butyl 4-(9-(6-methoxypyridin-3-yl)-3-methyl-2-oxo-3,4-dihydropyrimido[5,4-c][1,5]naphthyridin-1(2H)-yl)piperidine-1-carboxylate (75 mg, 0.149 mmol) was dissolved in dichloromethane (10 mL), hydrogen chloride gas was blown to the system for 0.5 h, and a solid was precipitated. The reaction mixture was filtered, the filter cake was washed sequentially with dichloromethane and diethyl ether, and the resulting solid was dried to give 50 mg of the titled compound. The reactants are TEA, Cl.BrCCNC(C1=CC(=CC=C1)CCC1CCNCC1)=O (N-(2-bromoethyl)-3-(2-piperidin-4-ylethyl)benzamide hydrochloride), [N+](=O)([O-])C1=CC=C(OC(=O)OC=2C=NC=C(C(=O)OC)C2)C=C1 (methyl 5-{[(4-nitrophenoxy)carbonyl]oxy}nicotinate). Solvent: C(C)#N (acetonitrile). Conditions: time 8 hour. Yields the product BrCCNC(=O)C=1C=C(C=CC1)CCC1CCN(CC1)C(=O)OC=1C=NC=C(C(=O)OC)C1 (methyl 5-[{(4-[2-(3-{[(2-bromoethyl)amino]carbonyl}phenyl)ethyl]piperidin-1-yl}carbonyl)oxy]nicotinate). The yield is 46.0%. Reaction SMILES: Cl.[Br:2][CH2:3][CH2:4][NH:5][C:6](=[O:21])[C:7]1[CH:12]=[CH:11][CH:10]=[C:9]([CH2:13][CH2:14][CH:15]2[CH2:20][CH2:19][NH:18][CH2:17][CH2:16]2)[CH:8]=1.[N+](C1C=CC([O:29][C:30]([O:32][C:33]2[CH:34]=[N:35][CH:36]=[C:37]([CH:42]=2)[C:38]([O:40][CH3:41])=[O:39])=O)=CC=1)([O-])=O>C(#N)C>[Br:2][CH2:3][CH2:4][NH:5][C:6]([C:7]1[CH:8]=[C:9]([CH2:13][CH2:14][CH:15]2[CH2:20][CH2:19][N:18]([C:30]([O:32][C:33]3[CH:34]=[N:35][CH:36]=[C:37]([CH:42]=3)[C:38]([O:40][CH3:41])=[O:39])=[O:29])[CH2:17][CH2:16]2)[CH:10]=[CH:11][CH:12]=1)=[O:21] |f:0.1|. Reported procedure: TEA (0.90 ml) was dropwise added to an acetonitrile (30 ml) suspension of N-(2-bromoethyl)-3-(2-piperidin-4-ylethyl)benzamide hydrochloride (1.20 g) and methyl 5-{[(4-nitrophenoxy)carbonyl]oxy}nicotinate (1.02 g), followed by stirring overnight at room temperature. The reaction solvent was evaporated under reduced pressure, then aqueous saturated sodium hydrogencarbonate solution was added thereto, extracted with EtOAc, and dried over anhydrous magnesium sulfate. This was filtered, the solvent w...